Dataset: the Open Reaction Database (ORD), a public repository of structured organic reaction records. Task: describe an organic reaction: reactants, conditions, products, and yield Starting materials: O=C1CCC(=O)N1Br, C1CCOC1, CC(=O)OC1C(C)OC(n2cnc3ccc(Cl)cc32)C1OC(C)=O, ClC(Cl)Cl, [Na+], O=C([O-])O. Yields the product CC(=O)OC1C(C)OC(n2c(Br)nc3ccc(Cl)cc32)C1OC(C)=O. Reaction SMILES: [Br:25][N:26]1[C:27](=[O:28])[CH2:29][CH2:30][C:31]1=[O:32].[CH2:42]1[O:43][CH2:44][CH2:45][CH2:46]1.[Cl:1][c:2]1[cH:3][cH:4][c:5]2[c:6]([n:7]([CH:10]3[CH:11]([O:12][C:13]([CH3:14])=[O:15])[CH:16]([O:17][C:18]([CH3:19])=[O:20])[CH:21]([CH3:23])[O:22]3)[cH:8][n:9]2)[cH:24]1.[Cl:38][CH:39]([Cl:40])[Cl:41].[Na+:37].[O-:33][C:34]([OH:35])=[O:36]>>[Cl:1][c:2]1[cH:3][cH:4][c:5]2[c:6]([n:7]([CH:10]3[CH:11]([O:12][C:13]([CH3:14])=[O:15])[CH:16]([O:17][C:18]([CH3:19])=[O:20])[CH:21]([CH3:23])[O:22]3)[c:8]([Br:25])[n:9]2)[cH:24]1.